From a dataset of the Open Reaction Database (ORD), a public repository of structured organic reaction records. describe an organic reaction: reactants, conditions, products, and yield Reactants: C(C)(=O)NC1=C(C=C(C=C1)OCCCCCCCCCCCCCCCC)O (2-acetylamino-5-hexadecyloxyphenol), C(C)(C)(C)Cl (tertbutyl chloride). Reagents/catalysts: [Cl-].[Zn+2].[Cl-] (zinc chloride). The solvent is ClC(C)(Cl)Cl (1,1,1-trichloroethane). Yields the product C(C)(=O)NC1=C(C=C(C(=C1)C(C)(C)C)OCCCCCCCCCCCCCCCC)O (2-acetylamino-4-tert-butyl-5-hexadecyloxyphenol). Yield: 81.3%. Reaction SMILES: [C:1]([NH:4][C:5]1[CH:10]=[CH:9][C:8]([O:11][CH2:12][CH2:13][CH2:14][CH2:15][CH2:16][CH2:17][CH2:18][CH2:19][CH2:20][CH2:21][CH2:22][CH2:23][CH2:24][CH2:25][CH2:26][CH3:27])=[CH:7][C:6]=1[OH:28])(=[O:3])[CH3:2].[C:29](Cl)([CH3:32])([CH3:31])[CH3:30]>[Cl-].[Zn+2].[Cl-].ClC(Cl)(Cl)C>[C:1]([NH:4][C:5]1[CH:10]=[C:9]([C:29]([CH3:32])([CH3:31])[CH3:30])[C:8]([O:11][CH2:12][CH2:13][CH2:14][CH2:15][CH2:16][CH2:17][CH2:18][CH2:19][CH2:20][CH2:21][CH2:22][CH2:23][CH2:24][CH2:25][CH2:26][CH3:27])=[CH:7][C:6]=1[OH:28])(=[O:3])[CH3:2] |f:2.3.4|. Reported procedure: A mixture composed of 19.6 g (0.05 mol) of 2-acetylamino-5-hexadecyloxyphenol, 20 g of tertbutyl chloride, 6 g of anhydrous zinc chloride and 60 ml of 1,1,1-trichloroethane was stirred with heating at a temperature range between 70° C. and 75° C. for 5 hours. After cooling, the excess amount of tert-butyl chloride and the solvent were removed under reduced pressure. The residue was washed with water and recrystallized from acetonitrile to obtain 18.2 g of 2-acetylamino-4-tert-butyl-5-hexadecylox...